This data is from the Open Reaction Database (ORD), a public repository of structured organic reaction records. The task is: describe an organic reaction: reactants, conditions, products, and yield Starting materials: C(C)(=O)O[C@@H]1[C@H](O[C@H]([C@@H]([C@H]1OC(C)=O)OC(C)=O)C1=C(C=C(C(=C1)CC1=CC=C(C=C1)CC)Cl)CCOCCO)COC(C)=O ((2R,3R,4R,5S,6S)-2-(acetoxymethyl)-6-(4-chloro-5-(4-ethylbenzyl)-2-(2-(2-hydroxyethoxy)ethyl)phenyl)tetrahydro-2H-pyran-3,4,5-triyl triacetate), CCN(CC)S(F)(F)F (DAST), crude product, O[Li].O (LiOH—H2O). Run in C(Cl)Cl (CH2Cl2), C1CCOC1.CO.O (THF MeOH H2O). Run at time 2.5 hour. Yields the product ClC1=CC(=C(C=C1CC1=CC=C(C=C1)CC)[C@@H]1O[C@@H]([C@H]([C@@H]([C@H]1O)O)O)CO)CCOCCF ((2S,3R,4R,5S,6R)-2-(4-chloro-5-(4-ethylbenzyl)-2-(2-(2-fluoroethoxy)ethyl)phenyl)-6-(hydroxymethyl)tetrahydro-2H-pyran-3,4,5-triol). Yield: 26.8%. RXN SMILES: C([O:4][C@H:5]1[C@H:10]([O:11]C(=O)C)[C@@H:9]([O:15]C(=O)C)[C@H:8]([C:19]2[CH:24]=[C:23]([CH2:25][C:26]3[CH:31]=[CH:30][C:29]([CH2:32][CH3:33])=[CH:28][CH:27]=3)[C:22]([Cl:34])=[CH:21][C:20]=2[CH2:35][CH2:36][O:37][CH2:38][CH2:39]O)[O:7][C@@H:6]1[CH2:41][O:42]C(=O)C)(=O)C.CCN(S(F)(F)[F:52])CC.O[Li].O>C(Cl)Cl.C1COCC1.CO.O>[Cl:34][C:22]1[C:23]([CH2:25][C:26]2[CH:31]=[CH:30][C:29]([CH2:32][CH3:33])=[CH:28][CH:27]=2)=[CH:24][C:19]([C@H:8]2[C@H:9]([OH:15])[C@@H:10]([OH:11])[C@H:5]([OH:4])[C@@H:6]([CH2:41][OH:42])[O:7]2)=[C:20]([CH2:35][CH2:36][O:37][CH2:38][CH2:39][F:52])[CH:21]=1 |f:2.3,5.6.7|. Procedure details: To a cooled (−78° C.) solution of (2R,3R,4R,5S,6S)-2-(acetoxymethyl)-6-(4-chloro-5-(4-ethylbenzyl)-2-(2-(2-hydroxyethoxy)ethyl)phenyl)tetrahydro-2H-pyran-3,4,5-triyl triacetate (28.7 mg, 0.044 mmol) in CH2Cl2 (1 mL) was added DAST (0.04 mL, 0.3 mmol) dropwise. After being stirred for 2.5 h at the same temperature, the reaction was quenched by addition of saturated Na2CO3. The mixture was extracted 3× with CH2Cl2, and the combined organic layers were washed 1× with brine and dried over Na2SO4. Co... Starting materials: COC(C1=CC(=C(C=C1)NC)OCCC1=C(C=C(C=C1)Cl)Cl)=O (3-[2-(2,4-Dichloro-phenyl)-ethoxy]-4-methylamino-benzoic acid methyl ester), O (water), O.[OH-].[Li+] (lithium hydroxide monohydrate), Cl (hydrochloric acid). The solvent is CO (MeOH). Reaction conditions: time 16 hour. Yields the product ClC1=C(C=CC(=C1)Cl)CCOC=1C=C(C(=O)O)C=CC1NC (3-[2-(2,4-Dichloro-phenyl)-ethoxy]-4-methylamino-benzoic acid). RXN SMILES: C[O:2][C:3](=[O:23])[C:4]1[CH:9]=[CH:8][C:7]([NH:10][CH3:11])=[C:6]([O:12][CH2:13][CH2:14][C:15]2[CH:20]=[CH:19][C:18]([Cl:21])=[CH:17][C:16]=2[Cl:22])[CH:5]=1.O.O.[OH-].[Li+].Cl>CO>[Cl:22][C:16]1[CH:17]=[C:18]([Cl:21])[CH:19]=[CH:20][C:15]=1[CH2:14][CH2:13][O:12][C:6]1[CH:5]=[C:4]([CH:9]=[CH:8][C:7]=1[NH:10][CH3:11])[C:3]([OH:23])=[O:2] |f:2.3.4|. Procedure details: To a solution of 100 mg 3-[2-(2,4-Dichloro-phenyl)-ethoxy]-4-methylamino-benzoic acid methyl ester in 3 ml of MeOH:water/3:1, 14 mg of lithium hydroxide monohydrate were added and the reaction was stirred at RT for 16 h. The solution was acidified with half-concentrated hydrochloric acid and the solvent was evaporated. The crude acid was subjected to the subsequent amide coupling without further purification. Product: NC1=C(C(=O)OC(C)(C)C)C=CC(=C1)CCCC1=CC=CC=C1 (tert-butyl 2-amino-4-(3-phenylpropyl)benzoate). Solvent: C(C)(=O)OCC (ethyl acetate). Run at time 30 minute. Yield: 109.0%. Reactants: [N+](=O)([O-])C1=C(C(=O)OC(C)(C)C)C=CC(=C1)C=CCC1=CC=CC=C1 (tert-butyl 2-nitro-4-(3-phenyl-1-propenyl)benzoate). RXN SMILES: [N+:1]([C:4]1[CH:16]=[C:15]([CH:17]=[CH:18][CH2:19][C:20]2[CH:25]=[CH:24][CH:23]=[CH:22][CH:21]=2)[CH:14]=[CH:13][C:5]=1[C:6]([O:8][C:9]([CH3:12])([CH3:11])[CH3:10])=[O:7])([O-])=O>[C].[Pd].C(OCC)(=O)C>[NH2:1][C:4]1[CH:16]=[C:15]([CH2:17][CH2:18][CH2:19][C:20]2[CH:21]=[CH:22][CH:23]=[CH:24][CH:25]=2)[CH:14]=[CH:13][C:5]=1[C:6]([O:8][C:9]([CH3:11])([CH3:12])[CH3:10])=[O:7] |f:1.2|. Procedure: 62 mg of 5% palladium-carbon was added to 3 mL of ethyl acetate solution containing 0.31g of tert-butyl 2-nitro-4-(3-phenyl-1-propenyl)benzoate at room temperature and stirred under hydrogen atmosphere at the same temperature for 5 hours and 30 minutes. Insoluble were removed by filtration, and the solvent was evaporated under reduced pressure to obtain 0.31 g of tert-butyl 2-amino-4-(3-phenylpropyl)benzoate as yellow oil. The reagents and catalysts are [C].[Pd] (palladium-carbon). Starting materials: B(Br)(Br)Br (Boron tribromide), CC1(CCC2=C(O1)C=3C=CC(=CC3C(=O)C2=O)OC)C (8-Methoxy-β-lapachone), Ice water. The solvent is C(Cl)Cl (CH2Cl2). Reaction conditions: temperature 20 celsius, time 15 minute. Product: CC1(CCC2=C(O1)C=3C=CC(=CC3C(=O)C2=O)O)C (8-Hydroxy-β-lapachone). Isolated yield 27.1%. Reaction SMILES: B(Br)(Br)Br.[CH3:5][C:6]1([CH3:24])[O:11][C:10]2[C:12]3[CH:13]=[CH:14][C:15]([O:22]C)=[CH:16][C:17]=3[C:18]([C:20](=[O:21])[C:9]=2[CH2:8][CH2:7]1)=[O:19]>C(Cl)Cl>[CH3:5][C:6]1([CH3:24])[O:11][C:10]2[C:12]3[CH:13]=[CH:14][C:15]([OH:22])=[CH:16][C:17]=3[C:18]([C:20](=[O:21])[C:9]=2[CH2:8][CH2:7]1)=[O:19]. Procedure details: Boron tribromide (15.0 mL, 1.0 M in CH2Cl2) was added to a solution of 54 (1.05 g, mmol) in anhydrous CH2Cl2 (40 mL) at 0° C. After stirring for 15 min, the mixture was allowed to warm to 20° C. and kept stirring for 2 h. Ice water (500 mL) was added, the mixture was extracted with CHCl3 (3×100 mL), the combined extracts were dried, and concentrated in vacuo. The residue was treated with concentrated H2SO4 (20 mL) at 20° C. The mixture was diluted with ice water (500 mL) and extracted with CHCl3... Reactants: NC=1SC=2CCN(CCC2N1)CC=CC1=CC(=CC=C1)OCC1=CC=CC=C1 (2-amino-6-(3-(3-benzyloxy-phenyl)allyl)-4,5,7,8-tetrahydro-6H- thiazolo[5,4-d]azepine), B(Br)(Br)Br (boron tribromide), CCOCC (ether). The solvent is C(Cl)Cl (methylene chloride). Product: NC=1SC=2CCN(CCC2N1)CC=CC1=CC(=CC=C1)O (2-Amino-6-(3-(3-hydroxy-phenyl)allyl)-4,5,7,8-tetrahydro-6H-thiazolo[5,4-d]azepine). The yield is 71.0%. As a reaction SMILES: [NH2:1][C:2]1[S:3][C:4]2[CH2:5][CH2:6][N:7]([CH2:12][CH:13]=[CH:14][C:15]3[CH:20]=[CH:19][CH:18]=[C:17]([O:21]CC4C=CC=CC=4)[CH:16]=3)[CH2:8][CH2:9][C:10]=2[N:11]=1.B(Br)(Br)Br.CCOCC>C(Cl)Cl>[NH2:1][C:2]1[S:3][C:4]2[CH2:5][CH2:6][N:7]([CH2:12][CH:13]=[CH:14][C:15]3[CH:20]=[CH:19][CH:18]=[C:17]([OH:21])[CH:16]=3)[CH2:8][CH2:9][C:10]=2[N:11]=1. Reported procedure: Prepared from 2-amino-6-(3-(3-benzyloxy-phenyl)allyl)-4,5,7,8-tetrahydro-6H- thiazolo[5,4-d]azepine with 2 equivalents of boron tribromide in methylene chloride. Yield: 71% of theory, Melting point: 85°-95° C. (ether); foamy. Reactants: [F-].[Cs+] (Cesium fluoride), O[C@H](C1=C(N=C(N1S(=O)(=O)N(C)C)C(=C)O[Si](C(C)C)(C(C)C)C(C)C)C)[C@@H]1OC(O[C@@H]1CO)(C)C (5-((R)-hydroxy((4S,5R)-5-(hydroxymethyl)-2,2-dimethyl-1,3-dioxolan-4-yl)methyl)-N,N,4-trimethyl-2-(1-(triisopropylsilyloxy)vinyl)-1H-imidazole-1-sulfonamide), [NH4+].[Cl-] (NH4Cl). The solvent is C(C)O (ethanol). Run at temperature 65 celsius, time 1 hour. Yields the product C(C)(=O)C=1N(C(=C(N1)C)[C@H]([C@@H]1OC(O[C@@H]1CO)(C)C)O)S(=O)(=O)N(C)C (2-acetyl-5-((R)-hydroxy((4S,5R)-5-(hydroxymethyl)-2,2-dimethyl-1,3-dioxolan-4-yl)methyl)-N,N,4-trimethyl-1H-imidazole-1-sulfonamide). Isolated yield 93.3%. As a reaction SMILES: [F-].[Cs+].[OH:3][C@@H:4]([C@H:30]1[C@@H:34]([CH2:35][OH:36])[O:33][C:32]([CH3:38])([CH3:37])[O:31]1)[C:5]1[N:9]([S:10]([N:13]([CH3:15])[CH3:14])(=[O:12])=[O:11])[C:8]([C:16]([O:18][Si](C(C)C)(C(C)C)C(C)C)=[CH2:17])=[N:7][C:6]=1[CH3:29].[NH4+].[Cl-]>C(O)C>[C:16]([C:8]1[N:9]([S:10]([N:13]([CH3:15])[CH3:14])(=[O:12])=[O:11])[C:5]([C@@H:4]([OH:3])[C@H:30]2[C@@H:34]([CH2:35][OH:36])[O:33][C:32]([CH3:37])([CH3:38])[O:31]2)=[C:6]([CH3:29])[N:7]=1)(=[O:18])[CH3:17] |f:0.1,3.4|. Procedure details: Cesium fluoride (315 mg, 2.08 mmol) was added to a solution of 5-((R)-hydroxy((4S,5R)-5-(hydroxymethyl)-2,2-dimethyl-1,3-dioxolan-4-yl)methyl)-N,N,4-trimethyl-2-(1-(triisopropylsilyloxy)vinyl)-1H-imidazole-1-sulfonamide (567 mg, 1.04 mmol) in ethanol (10 ml) and warmed to 65° C. After 1 hour, the reaction was cooled to room temperature and treated with saturated aqueous NH4Cl (1 ml), then concentrated. The crude product was purified by flash chromatography over silica gel (5% methanol:dichlorome... The reactants are [BH4-].[Na+] (sodium borohydride), C(#N)C1=C(C=CC=C1)S(=O)(=O)OC=1C=C(OCCCON2C(C=3C(C2=O)=CC=CC3)=O)C=C(C1)C (N-[3-[3-(2-cyanophenylsulfonyloxy)-5-methylphenoxy]propoxy]phthalimide), [OH-].[Na+] (NaOH). Solvent: C(C)O.O1CCCC1.O (ethanol tetrahydrofuran water). Run at time 8 hour. The product is C(#N)C1=C(C=CC=C1)S(=O)(=O)OC=1C=C(OCCCON)C=C(C1)C (3-[3-(2-Cyanophenylsulfonyloxy)-5-methylphenoxy]propoxyamine). Isolated yield 85.1%. Reaction SMILES: [C:1]([C:3]1[CH:8]=[CH:7][CH:6]=[CH:5][C:4]=1[S:9]([O:12][C:13]1[CH:14]=[C:15]([CH:32]=[C:33]([CH3:35])[CH:34]=1)[O:16][CH2:17][CH2:18][CH2:19][O:20][N:21]1C(=O)C2=CC=CC=C2C1=O)(=[O:11])=[O:10])#[N:2].[BH4-].[Na+].[OH-].[Na+]>C(O)C.O1CCCC1.O>[C:1]([C:3]1[CH:8]=[CH:7][CH:6]=[CH:5][C:4]=1[S:9]([O:12][C:13]1[CH:14]=[C:15]([CH:32]=[C:33]([CH3:35])[CH:34]=1)[O:16][CH2:17][CH2:18][CH2:19][O:20][NH2:21])(=[O:11])=[O:10])#[N:2] |f:1.2,3.4,5.6.7|. Procedure: To a solution of N-[3-[3-(2-cyanophenylsulfonyloxy)-5-methylphenoxy]propoxy]phthalimide (600 mg, 1.2 mmol), as prepared in the preceding step, in 40 mL of ethanol/tetrahydrofuran/water (2:1:1) was added sodium borohydride (230 mg, 6.0 mmol). The reaction mixture was stirred at ambient temperature overnight. The mixture was acidified (pH 1-2) and heated to 50° C. for 2 hours. After cooling to room temperature, the solution was adjusted to pH 8-9 with 2N NaOH. The mixture was extracted into ethyl ... The reactants are C([O-])([O-])=O.[Cs+].[Cs+] (caesium carbonate), CC1(OB(OC1(C)C)C1=CC=NC=C1)C (4-(4,4,5,5-tetramethyl-1,3,2-dioxaborolan-2-yl)pyridine), BrC=1C=CC=2C3=C(C(N(C2C1)C(C)C)=O)C=NN3 (7-bromo-5-(propan-2-yl)-1,5-dihydro-4H-pyrazolo[4,3-c]quinolin-4-one). The reagents and catalysts are C1=CC=C(C=C1)P([C-]2C=CC=C2)C3=CC=CC=C3.C1=CC=C(C=C1)P([C-]2C=CC=C2)C3=CC=CC=C3.Cl[Pd]Cl.[Fe+2] (PdCl2(dppf)). The solvent is CCOC(=O)C.C1CCOC1 (EtOAc THF), CN(C)C=O (DMF). Conditions: temperature 150 celsius, time 20 minute. Yields the product CC(C)N1C(C2=C(C=3C=CC(=CC13)C1=CC=NC=C1)NN=C2)=O (5-(propan-2-yl)-7-(pyrid-4-yl)-1,5-dihydro-4H-pyrazolo[4,3-c]quinolin-4-one). Isolated yield 19.0%. RXN SMILES: Br[C:2]1[CH:3]=[CH:4][C:5]2[C:6]3[NH:18][N:17]=[CH:16][C:7]=3[C:8](=[O:15])[N:9]([CH:12]([CH3:14])[CH3:13])[C:10]=2[CH:11]=1.C(=O)([O-])[O-].[Cs+].[Cs+].CC1(C)C(C)(C)OB([C:33]2[CH:38]=[CH:37][N:36]=[CH:35][CH:34]=2)O1>CN(C=O)C.CCOC(C)=O.C1COCC1.C1C=CC(P(C2C=CC=CC=2)[C-]2C=CC=C2)=CC=1.C1C=CC(P(C2C=CC=CC=2)[C-]2C=CC=C2)=CC=1.Cl[Pd]Cl.[Fe+2]>[CH3:13][CH:12]([N:9]1[C:10]2[CH:11]=[C:2]([C:33]3[CH:38]=[CH:37][N:36]=[CH:35][CH:34]=3)[CH:3]=[CH:4][C:5]=2[C:6]2[NH:18][N:17]=[CH:16][C:7]=2[C:8]1=[O:15])[CH3:14] |f:1.2.3,6.7,8.9.10.11|. Procedure: To a solution of 7-bromo-5-(propan-2-yl)-1,5-dihydro-4H-pyrazolo[4,3-c]quinolin-4-one (0.25 g, 0.82 mmol) in 8 mL of DMF placed in a microwave reactor are added caesium carbonate (0.8 g 2.5 mmol), 4-(4,4,5,5-tetramethyl-1,3,2-dioxaborolan-2-yl)pyridine (0.25 g 1.22 mmol) and the catalyst PdCl2(dppf) (60 mg, 0.08 mmol). The reactor is sealed and the mixture is stirred for 20 minutes at 150° C. under microwave irradiation. The reaction medium is diluted with an EtOAc/THF mixture (50/50) and washed... Reactants: CC(C)(C)OC(=O)N1CCC(CC(=O)O)CC1, O=C(Cl)C(=O)Cl, ClCCl, CCOC(=O)CC1CCNCC1, CN(C)C=O. Product: CC(C)(C)OC(=O)N1CCC(CC(=O)Cl)CC1. Reaction SMILES: [C:1]([CH3:2])([CH3:3])([CH3:4])[O:5][C:6](=[O:7])[N:8]1[CH2:9][CH2:10][CH:11]([CH2:14][C:15](=[O:16])[OH:17])[CH2:12][CH2:13]1.[Cl:30][C:31]([C:32]([Cl:33])=[O:34])=[O:35].[Cl:41][CH2:42][Cl:43].[NH:18]1[CH2:19][CH2:20][CH:21]([CH2:22][C:23]([O:24][CH2:25][CH3:26])=[O:27])[CH2:28][CH2:29]1.[O:36]=[CH:37][N:38]([CH3:39])[CH3:40]>>[C:1]([CH3:2])([CH3:3])([CH3:4])[O:5][C:6](=[O:7])[N:8]1[CH2:9][CH2:10][CH:11]([CH2:14][C:15](=[O:17])[Cl:30])[CH2:12][CH2:13]1.